describe an organic reaction: reactants, conditions, products, and yield From a dataset of the Open Reaction Database (ORD), a public repository of structured organic reaction records. Starting materials: Cl.Cl.CN1CCN(CCC1)CC(C1=CC=C(C=C1)OC(F)(F)F)C1(CCC1)O (1-{2-(4-methyl-1,4-diazepan-1-yl)-1-[4-(trifluoromethoxy)phenyl]ethyl)cyclobutanol dihydrochloride), CN1CCN(CCC1)C(C(C1=CC=C(C=C1)OC(F)(F)F)C1(CCC1)O)=O (1-{2-(4-methyl-1,4-diazepan-1-yl)-1-[4-(trifluoromethoxy)phenyl]-2-oxo-ethyl)cyclobutanol). Product: Cl.Cl.CN1CCN(CCC1)CC(C1=CC=C(C=C1)OC(F)(F)F)C1C(CC1)O (2-(4-methyl-1,4-diazepan-1-yl-1-[4-(trifluoromethoxy)phenyl]ethyl)cyclobutanol dihydrochloride). As a reaction SMILES: [ClH:1].Cl.[CH3:3][N:4]1[CH2:10][CH2:9][CH2:8][N:7]([CH2:11][CH:12]([C:24]2(O)[CH2:27][CH2:26][CH2:25]2)[C:13]2[CH:18]=[CH:17][C:16]([O:19][C:20]([F:23])([F:22])[F:21])=[CH:15][CH:14]=2)[CH2:6][CH2:5]1.CN1CCCN(C(=O)C(C2(O)CCC2)C2C=CC([O:45]C(F)(F)F)=CC=2)CC1>>[ClH:1].[ClH:1].[CH3:3][N:4]1[CH2:10][CH2:9][CH2:8][N:7]([CH2:11][CH:12]([CH:24]2[CH2:25][CH2:26][CH:27]2[OH:45])[C:13]2[CH:14]=[CH:15][C:16]([O:19][C:20]([F:23])([F:22])[F:21])=[CH:17][CH:18]=2)[CH2:6][CH2:5]1 |f:0.1.2,4.5.6|. Procedure: In an analogous manner to Example 1, step 2 1-{2-(4-methyl-1,4-diazepan-1-yl)-1-[4-(trifluoromethoxy)phenyl]ethyl)cyclobutanol dihydrochloride was prepared from 1-{2-(4-methyl-1,4-diazepan-1-yl)-1-[4-(trifluoromethoxy)phenyl]-2-oxo-ethyl)cyclobutanol. Reactants: CO, CC(=O)OC1CC(F)(N2C(=O)c3cccc([N+](=O)[O-])c3C2=O)C(=O)NC1=O. Yields the product CC(=O)OC1CC(F)(N2C(=O)c3cccc(N)c3C2=O)C(=O)NC1=O. RXN SMILES: [CH3:28][OH:29].[F:1][C:2]1([N:14]2[C:15](=[O:27])[c:16]3[cH:17][cH:18][cH:19][c:20]([N+:24]([O-:25])=[O:26])[c:21]3[C:22]2=[O:23])[C:3](=[O:13])[NH:4][C:5](=[O:12])[CH:6]([O:8][C:9]([CH3:10])=[O:11])[CH2:7]1>>[F:1][C:2]1([N:14]2[C:15](=[O:27])[c:16]3[cH:17][cH:18][cH:19][c:20]([NH2:24])[c:21]3[C:22]2=[O:23])[C:3](=[O:13])[NH:4][C:5](=[O:12])[CH:6]([O:8][C:9]([CH3:10])=[O:11])[CH2:7]1. Reactants: O.[OH-].[Li+] (Lithium hydroxide monohydrate), COC(CC1=CC2=CC=C(C=C2C(=C1C)C1=CC=C(C=C1)S(N(CC1=CC=C(C=C1)OC)C(C)C)(=O)=O)Cl)=O ((6-chloro-4-{4-[isopropyl-(4-methoxy-benzyl)-sulfamoyl]-phenyl}-3-methyl-naphthalen-2-yl)-acetic acid methyl ester), C1CCOC1.O (THF H2O). The solvent is CCCCCC (hexane). Conditions: time 16 hour. The product is ClC=1C=C2C(=C(C(=CC2=CC1)CC(=O)O)C)C1=CC=C(C=C1)S(N(CC1=CC=C(C=C1)OC)C(C)C)(=O)=O ((6-chloro-4-{4-[isopropyl-(4-methoxy-benzyl)-sulfamoyl]-phenyl}-3-methyl-naphthalen-2-yl)-acetic acid). Isolated yield 86.9%. Reaction SMILES: O.[OH-].[Li+].C[O:5][C:6](=[O:42])[CH2:7][C:8]1[C:17]([CH3:18])=[C:16]([C:19]2[CH:24]=[CH:23][C:22]([S:25](=[O:40])(=[O:39])[N:26]([CH:36]([CH3:38])[CH3:37])[CH2:27][C:28]3[CH:33]=[CH:32][C:31]([O:34][CH3:35])=[CH:30][CH:29]=3)=[CH:21][CH:20]=2)[C:15]2[C:10](=[CH:11][CH:12]=[C:13]([Cl:41])[CH:14]=2)[CH:9]=1.C1COCC1.O>CCCCCC>[Cl:41][C:13]1[CH:14]=[C:15]2[C:10](=[CH:11][CH:12]=1)[CH:9]=[C:8]([CH2:7][C:6]([OH:42])=[O:5])[C:17]([CH3:18])=[C:16]2[C:19]1[CH:20]=[CH:21][C:22]([S:25](=[O:39])(=[O:40])[N:26]([CH:36]([CH3:38])[CH3:37])[CH2:27][C:28]2[CH:29]=[CH:30][C:31]([O:34][CH3:35])=[CH:32][CH:33]=2)=[CH:23][CH:24]=1 |f:0.1.2,4.5|. Reported procedure: Lithium hydroxide monohydrate (0.034 g, 0.80 mmol) was added to a solution of (6-chloro-4-{4-[isopropyl-(4-methoxy-benzyl)-sulfamoyl]-phenyl}-3-methyl-naphthalen-2-yl)-acetic acid methyl ester (0.115 g, 0.20 mmol) in a 3:1 mixture of THF—H2O mixture (15 mL). The reaction mixture was stirred for 16 hours at room temperature. The reaction mixture was concentrated to remove the THF, and the crude material was diluted with water, acidified [pH˜2] with a 6 N aqueous solution of hydrochloric acid. The... Reactants: CN1CCCC1=O, O=C(Cl)c1cccc(C(F)(F)F)c1, [Na+], [OH-], Nc1cccc(Oc2ccc3nccn3n2)c1. Product: O=C(Nc1cccc(Oc2ccc3nccn3n2)c1)c1cccc(C(F)(F)F)c1. Reaction SMILES: [CH3:31][N:32]1[CH2:33][CH2:34][CH2:35][C:36]1=[O:37].[F:18][C:19]([c:20]1[cH:21][c:22]([C:23](=[O:24])[Cl:25])[cH:26][cH:27][cH:28]1)([F:29])[F:30].[Na+:39].[OH-:38].[n:1]1[cH:2][cH:3][n:4]2[n:5][c:6]([O:10][c:11]3[cH:12][c:13]([NH2:14])[cH:15][cH:16][cH:17]3)[cH:7][cH:8][c:9]12>>[n:1]1[cH:2][cH:3][n:4]2[n:5][c:6]([O:10][c:11]3[cH:12][c:13]([NH:14][C:23]([c:22]4[cH:21][c:20]([C:19]([F:18])([F:29])[F:30])[cH:28][cH:27][cH:26]4)=[O:24])[cH:15][cH:16][cH:17]3)[cH:7][cH:8][c:9]12. Reactants: [BH4-], CN1CCNCC1, CCO, CC(C)[O-], CC(C)[O-], CC(C)[O-], CC(C)[O-], [Na+], [Na+], [Na+], O=C([O-])[O-], Cc1c(S(=O)(=O)Nc2ccc3c(c2)C(=O)CC3)sc2ccc(Cl)cc12, [Ti+4]. Yields the product Cc1c(S(=O)(=O)Nc2ccc3c(c2)C(N2CCN(C)CC2)CC3)sc2ccc(Cl)cc12. As a reaction SMILES: [BH4-:33].[CH3:26][N:27]1[CH2:28][CH2:29][NH:30][CH2:31][CH2:32]1.[CH3:41][CH2:42][OH:43].[CH3:44][CH:45]([CH3:46])[O-:47].[CH3:49][CH:50]([CH3:51])[O-:52].[CH3:53][CH:54]([CH3:55])[O-:56].[CH3:57][CH:58]([CH3:59])[O-:60].[Na+:34].[Na+:35].[Na+:36].[O-:37][C:38](=[O:39])[O-:40].[O:1]=[C:2]1[CH2:3][CH2:4][c:5]2[cH:6][cH:7][c:8]([NH:11][S:12](=[O:13])(=[O:14])[c:15]3[c:16]([CH3:25])[c:17]4[c:18]([s:19]3)[cH:20][cH:21][c:22]([Cl:24])[cH:23]4)[cH:9][c:10]21.[Ti+4:48]>>[CH:2]1([N:30]2[CH2:29][CH2:28][N:27]([CH3:26])[CH2:32][CH2:31]2)[CH2:3][CH2:4][c:5]2[cH:6][cH:7][c:8]([NH:11][S:12](=[O:13])(=[O:14])[c:15]3[c:16]([CH3:25])[c:17]4[c:18]([s:19]3)[cH:20][cH:21][c:22]([Cl:24])[cH:23]4)[cH:9][c:10]21. Starting materials: [OH-].[Na+] (NaOH), CC1=C(C=CC2=C1C(OC(N2)=O)=O)NC(OC(C)(C)C)=O (1,1-dimethylethyl (1,4-dihydro-5-methyl-2,4-dioxo-2H-3,1-benzoxazin-6-yl)carbamate), Cl (HCl). The solvent is CC(=O)C (acetone). Reaction conditions: time 1 hour. The product is NC1=C(C(=O)O)C(=C(C=C1)NC(=O)OC(C)(C)C)C (2-amino-5-[[(1,1-dimethylethoxy]carbonyl]amino]-6-methylbenzoic acid). Isolated yield 87.0%. As a reaction SMILES: [CH3:1][C:2]1[C:7]2[C:8](=[O:13])[O:9]C(=O)[NH:11][C:6]=2[CH:5]=[CH:4][C:3]=1[NH:14][C:15](=[O:21])[O:16][C:17]([CH3:20])([CH3:19])[CH3:18].[OH-].[Na+].Cl>CC(C)=O>[NH2:11][C:6]1[CH:5]=[CH:4][C:3]([NH:14][C:15]([O:16][C:17]([CH3:19])([CH3:18])[CH3:20])=[O:21])=[C:2]([CH3:1])[C:7]=1[C:8]([OH:13])=[O:9] |f:1.2|. Procedure details: To a suspension of the product of step C ((10.5 g, 36.0 mmol) in 15 mL of acetone was added 107 mL of 1N NaOH. After stirring at room temperature for 1 hour, the solution was acidified to pH 3 by the careful addition of 2N HCl. The mixture was extracted (2×) with EtOAc, dried (MgSO4), and concentrated under reduced pressure affording 8.35 g (87%) of 2-amino-5-[[(1,1-dimethylethoxy]carbonyl]amino]-6-methylbenzoic acid: Anal. Calc'd. for C13H18N2O4 : C, 58.64; H, 6.81; N, 10.52. Found: C, 58.26; H... The reactants are [H-].[Na+] (NaH), [I-].C[S+](=O)(C)C (trimethylsulfoxonium iodide), FC=1C=C2C(C(NC2=CC1)=O)=C(C)C (5-fluoro-3-isopropylidene-1,3-dihydro-indol-2-one). Solvent: CS(=O)C (dimethyl sulfoxide), O1CCCC1 (tetrahydrofuran). Reaction conditions: temperature 50 celsius, time 1 hour. Yields the product FC=1C=C2[C@@]3(C(NC2=CC1)=O)C(C3)(C)C ((S)-5′-fluoro-2,2-dimethylspiro[cyclopropane-1,3′-indolin]-2′-one). The yield is 85.6%. RXN SMILES: [H-].[Na+].[I-].[CH3:4][S+](C)(C)=O.[F:9][C:10]1[CH:11]=[C:12]2[C:16](=[CH:17][CH:18]=1)[NH:15][C:14](=[O:19])[C:13]2=[C:20]([CH3:22])[CH3:21]>CS(C)=O.O1CCCC1>[F:9][C:10]1[CH:11]=[C:12]2[C:16](=[CH:17][CH:18]=1)[NH:15][C:14](=[O:19])[C@@:13]12[CH2:21][C:20]1([CH3:4])[CH3:22] |f:0.1,2.3|. Procedure: A solution of NaH (60%) (0.6 g, 15 mmol) and trimethylsulfoxonium iodide (3.3 g, 15 mmol) in dimethyl sulfoxide (30 mL) was stirred for 30 minutes at 25° C. Then a solution of 5-fluoro-3-isopropylidene-1,3-dihydro-indol-2-one (2.6 g, 13.6 mmol) in dry tetrahydrofuran (30 mL) was added dropwise over 20 minutes. After being stirred for 1 hour at 25° C. and 1 hour at 50° C., the reaction solution was poured into ice-cold water and extracted with ether (3×100 mL), washed with water, dried over anhyd...